Dataset: the Open Reaction Database (ORD), a public repository of structured organic reaction records. Task: describe an organic reaction: reactants, conditions, products, and yield The reactants are Cl (HCl), Intermediate 28, C(C1=CC=CC=C1)N1[C@H]([C@]2(CC2C1)O)C1=CC=CC=C1 ((1R,2S)-3-Benzyl-2-phenyl-3-aza-bicyclo[3.1.0]hexan-1-ol). Reagents/catalysts: [Pd] (palladium on carbon). Solvent: CO (MeOH). Yields the product C1(=CC=CC=C1)[C@H]1[C@]2(CC2CN1)O ((1R,2S)-2-phenyl-3-aza-bicyclo[3.1.0]hexan-1-ol). As a reaction SMILES: Cl.C([N:9]1[CH2:14][CH:13]2[C@:11]([OH:15])([CH2:12]2)[C@@H:10]1[C:16]1[CH:21]=[CH:20][CH:19]=[CH:18][CH:17]=1)C1C=CC=CC=1>[Pd].CO>[C:16]1([C@@H:10]2[NH:9][CH2:14][CH:13]3[C@:11]2([OH:15])[CH2:12]3)[CH:17]=[CH:18][CH:19]=[CH:20][CH:21]=1. Procedure: The HCl salt of the starting material Intermediate 28, mixture of diastereomers (1R,2S)-3-Benzyl-2-phenyl-3-aza-bicyclo[3.1.0]hexan-1-ol (1.2 g, 4.1 mmol), was combined with palladium on carbon 20% (Pearlman's catalyst, 0.7 g) and MeOH (35 mL) and hydrogenated at 40 psi for 16 hours. The material was filtered thru celite and concentrated to yield the title compounds as a mixture of diastereomers (0.88 g, quantitative yield).